From a dataset of the Open Reaction Database (ORD), a public repository of structured organic reaction records. describe an organic reaction: reactants, conditions, products, and yield Reactants: NO (Hydroxylamine), O (water), C(=O)C1=CC=C(C=C1)C1N(CCN(C1)C(=O)OC(C)(C)C)C(=O)OC(C)(C)C (di tert-butyl 2-(4-formylphenyl)piperazine-1,4-dicarboxylate). Run in C(C)O (ethanol). Run at time 1 hour. Product: O\N=C\C1=CC=C(C=C1)C1N(CCN(C1)C(=O)OC(C)(C)C)C(=O)OC(C)(C)C ((E)-Di-tert-butyl 2-(4-((hydroxyimino)methyl)phenyl)piperazine-1,4-dicarboxylate). The yield is 100.0%. Reaction SMILES: [NH2:1][OH:2].[OH2:3].[CH:4]([C:6]1[CH:11]=[CH:10][C:9]([CH:12]2[CH2:17][N:16]([C:18]([O:20][C:21]([CH3:24])([CH3:23])[CH3:22])=O)[CH2:15][CH2:14][N:13]2[C:25]([O:27][C:28]([CH3:31])([CH3:30])[CH3:29])=[O:26])=[CH:8][CH:7]=1)=O>C(O)C>[OH:2]/[N:1]=[CH:4]/[C:6]1[CH:7]=[CH:8][C:9]([CH:12]2[CH2:17][N:16]([C:18]([O:20][C:21]([CH3:24])([CH3:22])[CH3:23])=[O:3])[CH2:15][CH2:14][N:13]2[C:25]([O:27][C:28]([CH3:31])([CH3:30])[CH3:29])=[O:26])=[CH:10][CH:11]=1. Procedure details: Hydroxylamine 50% solution in water (236.5 μL of 50% w/v, 3.580 mmol) was added to a stirred solution of di tert-butyl 2-(4-formylphenyl)piperazine-1,4-dicarboxylate (699 mg, 1.790 mmol) in ethanol (20 mL) at ambient temperature. Stirred at ambient temperature for 1 hour. The reaction mixture was concentrated in vacuo and the residue taken up in water and extracted with ethyl acetate (×3). The combined organic extracts were dried over MgSO4, filtered and concentrated in vacuo to give a white foa... Reactants: Cl.COC([C@@H](N)CCSC)=O (L-methionine methyl ester hydrochloride), ClC=1C=C(C=CC1Cl)NC(C)C(=O)O (N-(3,4-dichlorophenyl)-D,L-alanine). The product is COC([C@@H](NC(C(NC1=CC(=C(C=C1)Cl)Cl)C)=O)CCSC)=O (N-[N-(3,4-dichlorophenyl)-D,L-alanyl]-L-methionine methyl ester). Reaction SMILES: Cl.[CH3:2][O:3][C:4](=[O:11])[C@H:5]([CH2:7][CH2:8][S:9][CH3:10])[NH2:6].[Cl:12][C:13]1[CH:14]=[C:15]([NH:20][CH:21]([C:23](O)=[O:24])[CH3:22])[CH:16]=[CH:17][C:18]=1[Cl:19]>>[CH3:2][O:3][C:4](=[O:11])[C@H:5]([CH2:7][CH2:8][S:9][CH3:10])[NH:6][C:23](=[O:24])[CH:21]([CH3:22])[NH:20][C:15]1[CH:16]=[CH:17][C:18]([Cl:19])=[C:13]([Cl:12])[CH:14]=1 |f:0.1|. Procedure: Following General Procedure D and using L-methionine methyl ester hydrochloride (Sigma) and N-(3,4-dichlorophenyl)-D,L-alanine (from Example A above), the title compound was prepared as a mixture of diastereomers. The reaction was monitored by tlc (Rf=0.35 in 43% EtOAc/hexanes) and purification of this compound was by flash chromatography with 43% EtOAc/hexanes. Starting materials: C(=O)C(C(=O)OC(C)(C)C)N1C(C=2C(C1=O)=CC=CC2)=O (tert-butyl 2-formyl-2-phthalimido-acetate), Cl.Cl.NC(C(=O)O)C1(CCN(CC1)C)S (alpha-amino-4-mercapto-1-methyl-4-piperidineacetic acid dihydrochloride), C(C)(=O)[O-].[Na+] (sodium acetate). Run in C(C)O (ethanol), O (water). Reaction conditions: time 24 hour. Yields the product C(=O)(O)C1NC(SC12CCN(CC2)C)C(C(=O)OC(C)(C)C)N2C(C=1C(C2=O)=CC=CC1)=O (tert-butyl 4-carboxy-8-methyl-alpha-phthalimido-1-thia-3,8-diazaspiro-[4.5]decane-2-acetate). Yield: 81.0%. RXN SMILES: [CH:1]([CH:3]([N:11]1[C:15](=[O:16])[C:14]2=[CH:17][CH:18]=[CH:19][CH:20]=[C:13]2[C:12]1=[O:21])[C:4]([O:6][C:7]([CH3:10])([CH3:9])[CH3:8])=[O:5])=O.Cl.Cl.[NH2:24][CH:25]([C:29]1([SH:36])[CH2:34][CH2:33][N:32]([CH3:35])[CH2:31][CH2:30]1)[C:26]([OH:28])=[O:27].C([O-])(=O)C.[Na+]>C(O)C.O>[C:26]([CH:25]1[C:29]2([CH2:30][CH2:31][N:32]([CH3:35])[CH2:33][CH2:34]2)[S:36][CH:1]([CH:3]([N:11]2[C:15](=[O:16])[C:14]3=[CH:17][CH:18]=[CH:19][CH:20]=[C:13]3[C:12]2=[O:21])[C:4]([O:6][C:7]([CH3:10])([CH3:9])[CH3:8])=[O:5])[NH:24]1)([OH:28])=[O:27] |f:1.2.3,4.5|. Reported procedure: To a solution of 166.9 g (0.57 mole) of tert-butyl 2-formyl-2-phthalimido-acetate in 1150 ml of ethanol, preheated to 60° C., there is added a solution of 160 g (0.57 mole) of alpha-amino-4-mercapto-1-methyl-4-piperidineacetic acid dihydrochloride and 235.6 g (1.73 mole) of sodium acetate (crystallized with three molecules of water) dissolved in 1150 ml of water. The reaction mixture is stirred for about ten minutes and then left to stand for 24 hours. The precipitate is filtered off, washed wit... Starting materials: FC(S(=O)(=O)OC1=CC=CC=2CN(CCOC21)C(=O)OC(C)(C)C)(F)F (1,1-dimethylethyl 9-{[(trifluoromethyl)sulfonyl]oxy}-2,3-dihydro-1,4-benzoxazepine-4(5H)-carboxylate), CN(C)C=O (DMF). Reagents/catalysts: [C-]#N.[Zn+2].[C-]#N (zinc cyanide), C=1C=CC(=CC1)[P](C=2C=CC=CC2)(C=3C=CC=CC3)[Pd]([P](C=4C=CC=CC4)(C=5C=CC=CC5)C=6C=CC=CC6)([P](C=7C=CC=CC7)(C=8C=CC=CC8)C=9C=CC=CC9)[P](C=1C=CC=CC1)(C=1C=CC=CC1)C=1C=CC=CC1 (tetrakis(triphenylphosphine)palladium(0)). The solvent is CCOC(=O)C (EtOAc), O (water). Product: C(#N)C1=CC=CC=2CN(CCOC21)C(=O)OC(C)(C)C (1,1-Dimethylethyl 9-cyano-2,3-dihydro-1,4-benzoxazepine-4(5H)-carboxylate). RXN SMILES: FC(F)(F)S(O[C:7]1[C:17]2[O:16][CH2:15][CH2:14][N:13]([C:18]([O:20][C:21]([CH3:24])([CH3:23])[CH3:22])=[O:19])[CH2:12][C:11]=2[CH:10]=[CH:9][CH:8]=1)(=O)=O.[CH3:27][N:28](C=O)C>CCOC(C)=O.O.[C-]#N.[Zn+2].[C-]#N.C1C=CC([P]([Pd]([P](C2C=CC=CC=2)(C2C=CC=CC=2)C2C=CC=CC=2)([P](C2C=CC=CC=2)(C2C=CC=CC=2)C2C=CC=CC=2)[P](C2C=CC=CC=2)(C2C=CC=CC=2)C2C=CC=CC=2)(C2C=CC=CC=2)C2C=CC=CC=2)=CC=1>[C:27]([C:7]1[C:17]2[O:16][CH2:15][CH2:14][N:13]([C:18]([O:20][C:21]([CH3:24])([CH3:23])[CH3:22])=[O:19])[CH2:12][C:11]=2[CH:10]=[CH:9][CH:8]=1)#[N:28] |f:4.5.6,^1:47,49,68,87|. Procedure: A solution of 1,1-dimethylethyl 9-{[(trifluoromethyl)sulfonyl]oxy}-2,3-dihydro-1,4-benzoxazepine-4(5H)-carboxylate (Preparation 63) (9 g, 22.65 mmol), zinc cyanide (3.99 g, 34.0 mmol) and tetrakis(triphenylphosphine)palladium(0) (2.62 g, 2.265 mmol) in DMF (90 ml) was heated at 80° C. for 24 hrs. The reaction was cooled, diluted with EtOAc (400 ml) and water (400 ml) and filtered to remove insoluble material. The filtrate was separated and the organic layer washed with water, dried over magnesiu... Reactants: C([O-])([O-])=O.[Na+].[Na+] (sodium carbonate), COC=1C=C(N)C=C(C1)OC (3,5-Dimethoxyaniline), ClCCCS(=O)(=O)Cl (3-chloropropane sulfonyl chloride). The solvent is C=1(C(=CC=CC1)C)C (xylene). The product is COC=1C=C(C=C(C1)OC)NS(=O)(=O)CCCCl (N-(3,5-dimethoxyphenyl)-3-chloro-1-propanesulfonamide). The yield is 30.1%. As a reaction SMILES: [CH3:1][O:2][C:3]1[CH:4]=[C:5]([CH:7]=[C:8]([O:10][CH3:11])[CH:9]=1)[NH2:6].C(=O)([O-])[O-].[Na+].[Na+].[Cl:18][CH2:19][CH2:20][CH2:21][S:22](Cl)(=[O:24])=[O:23]>C1(C)C(C)=CC=CC=1>[CH3:11][O:10][C:8]1[CH:7]=[C:5]([NH:6][S:22]([CH2:21][CH2:20][CH2:19][Cl:18])(=[O:24])=[O:23])[CH:4]=[C:3]([O:2][CH3:1])[CH:9]=1 |f:1.2.3|. Reported procedure: 3,5-Dimethoxyaniline (34.62 g, 0.226 mol) in xylene (500 mL) containing suspended sodium carbonate (12.0 g, 0.113 mol) was treated with 3-chloropropane sulfonyl chloride (40.0 g, 0.226 mol) added dropwise with stirring. Stirring was continued for twenty-four hours and the solvent was stripped to provide a black partially crystalline gum. Filtration through dry-column silica gel combined with crystallization from ethyl acetate/hexane provided N-(3,5-dimethoxyphenyl)-3-chloro-1-propanesulfonamide ... Reactants: OC1(CCCC1)NN (2-(hydroxycyclopentyl)hydrazine), C(C)OCC=C(C#N)C#N (ethoxyethylidene malononitrile), C(C)O (ethanol). Conditions: time 1 hour. The product is OC1C(CCC1)N1N=C(C(=C1N)C#N)C (1-(2-hydroxycyclopentyl)-3-methyl-5-amino-1H-pyrazole-4-carbonitrile). Yield: 42.0%. As a reaction SMILES: O[C:2]1([NH:7][NH2:8])[CH2:6][CH2:5][CH2:4][CH2:3]1.C(O[CH2:12][CH:13]=[C:14]([C:17]#[N:18])[C:15]#[N:16])C.C([OH:21])C>>[OH:21][CH:3]1[CH2:4][CH2:5][CH2:6][CH:2]1[N:7]1[C:17]([NH2:18])=[C:14]([C:15]#[N:16])[C:13]([CH3:12])=[N:8]1. Procedure: To a stirred solution of 2-(hydroxycyclopentyl)hydrazine (11.6 g, 0.1 mol) in ethanol (75 ml) was added ethoxyethylidene malononitrile (13.6 g, 0.1 mol). The reaction mixture was heated to reflux for 32 hours, cooled to room temperature and the solvent was removed in vacuo. The residue was dissolved in boiling isopropanol (100 ml), treated with charcoal and the filtrate was concentrated to approximately 40 ml. The solution was diluted with ether (20 ml), allowed to stand for 1 hour at room tempe... Procedure: To a solution of (2S)-1-(2-methylbenzothiazol-5-yloxy)-3-piperazinylpropan-2-ol (800 mg, 2.6 mmol) in acetone (20 ml) was added propargyl bromide (80% solution, 0.290 ml, 2.6 mmol) and potassium carbonate (720 mg, 5.2 mmol). The solution was heated to reflux and stirred for 5 hours. Thin layer chromatography (10:1 dichloromethane:methanol) showed formation of product. The solution was cooled and filtered. The filtrate was concentrated and purified by preparative chromatography (dichloromethane:m... Solvent: CC(=O)C (acetone), CO (methanol). Reactants: CC=1SC2=C(N1)C=C(C=C2)OC[C@H](CN2CCNCC2)O ((2S)-1-(2-methylbenzothiazol-5-yloxy)-3-piperazinylpropan-2-ol), C(C#C)Br (propargyl bromide), C([O-])([O-])=O.[K+].[K+] (potassium carbonate), ClCCl (dichloromethane). Conditions: time 5 hour. The product is CC=1SC2=C(N1)C=C(C=C2)OC[C@H](CN2CCN(CC2)CC#C)O ((2S)-1-(2-methylbenzothiazol-5-yloxy)-3-(4-prop-2-ynylpiperazinyl)propan-2-ol). As a reaction SMILES: [CH3:1][C:2]1[S:3][C:4]2[CH:10]=[CH:9][C:8]([O:11][CH2:12][C@@H:13]([OH:21])[CH2:14][N:15]3[CH2:20][CH2:19][NH:18][CH2:17][CH2:16]3)=[CH:7][C:5]=2[N:6]=1.[CH2:22](Br)[C:23]#[CH:24].C(=O)([O-])[O-].[K+].[K+].ClCCl>CC(C)=O.CO>[CH3:1][C:2]1[S:3][C:4]2[CH:10]=[CH:9][C:8]([O:11][CH2:12][C@@H:13]([OH:21])[CH2:14][N:15]3[CH2:16][CH2:17][N:18]([CH2:24][C:23]#[CH:22])[CH2:19][CH2:20]3)=[CH:7][C:5]=2[N:6]=1 |f:2.3.4|. The yield is 55.7%. The reactants are [Br-], COC(=O)CCC[P+](c1ccccc1)(c1ccccc1)c1ccccc1, CC(C)(C)[Si](C)(C)OC1COC(c2cccnc2)C1CCC=O, CC(C)(C)[O-], [Cl-], [K+], [NH4+], C1CCOC1. Yields the product COC(=O)CCC=CCCC1C(O[Si](C)(C)C(C)(C)C)COC1c1cccnc1. As a reaction SMILES: [Br-:1].[C:2](=[O:3])([O:4][CH3:5])[CH2:6][CH2:7][CH2:8][P+:9]([c:10]1[cH:11][cH:12][cH:13][cH:14][cH:15]1)([c:16]1[cH:17][cH:18][cH:19][cH:20][cH:21]1)[c:22]1[cH:23][cH:24][cH:25][cH:26][cH:27]1.[C:34]([CH3:35])([CH3:36])([CH3:37])[Si:38]([O:39][CH:40]1[CH:41]([CH2:51][CH2:52][CH:53]=[O:54])[CH:42]([c:45]2[cH:46][n:47][cH:48][cH:49][cH:50]2)[O:43][CH2:44]1)([CH3:55])[CH3:56].[CH3:28][C:29]([CH3:30])([O-:31])[CH3:32].[Cl-:57].[K+:33].[NH4+:58].[O:59]1[CH2:60][CH2:61][CH2:62][CH2:63]1>>[C:2](=[O:3])([O:4][CH3:5])[CH2:6][CH2:7][CH:8]=[CH:53][CH2:52][CH2:51][CH:41]1[CH:40]([O:39][Si:38]([C:34]([CH3:35])([CH3:36])[CH3:37])([CH3:55])[CH3:56])[CH2:44][O:43][CH:42]1[c:45]1[cH:46][n:47][cH:48][cH:49][cH:50]1. The yield is 64.0%. Procedure: A solution of N-(5-chloropyridin-2-yl)-2-[(4-piperidinylmethyl)amino]-5-methylbenzamide from Example 204 (1.0 g, 2.78 mmol) in 6 mL of 95:5 methanol-acetic acid was treated with excess cyclopropylmethyl ketone (5.52 mL, 55.6 mmol), followed by sodium cyanoborohydride (0.65 g, 10.3 mmol). After stirring at room temperature for 24 hr, the reaction mixture was concentrated in vacuo; and the residue was subjected to silica gel chromatography. Elution with 9:1 dichloromethane-methanol afforded 0.76 g... As a reaction SMILES: [Cl:1][C:2]1[CH:3]=[CH:4][C:5]([NH:8][C:9](=[O:25])[C:10]2[CH:15]=[C:14]([CH3:16])[CH:13]=[CH:12][C:11]=2[NH:17][CH2:18][CH:19]2[CH2:24][CH2:23][NH:22][CH2:21][CH2:20]2)=[N:6][CH:7]=1.[CH:26]1([C:29]([CH3:31])=O)[CH2:28][CH2:27]1.C([BH3-])#N.[Na+]>CO.C(O)(=O)C>[Cl:1][C:2]1[CH:3]=[CH:4][C:5]([NH:8][C:9](=[O:25])[C:10]2[CH:15]=[C:14]([CH3:16])[CH:13]=[CH:12][C:11]=2[NH:17][CH2:18][CH:19]2[CH2:24][CH2:23][N:22]([CH:29]([CH:26]3[CH2:28][CH2:27]3)[CH3:31])[CH2:21][CH2:20]2)=[N:6][CH:7]=1 |f:2.3,4.5|. Run in CO.C(C)(=O)O (methanol acetic acid). Reaction conditions: time 24 hour. Product: ClC=1C=CC(=NC1)NC(C1=C(C=CC(=C1)C)NCC1CCN(CC1)C(C)C1CC1)=O (N-(5-Chloropyridin-2-yl)-2-{[1-(1-cyclopropylethyl)piperidin-4-yl]methylamino}-5-methylbenzamide). Reactants: ClC=1C=CC(=NC1)NC(C1=C(C=CC(=C1)C)NCC1CCNCC1)=O (N-(5-Chloropyridin-2-yl)-5-methyl-2-[(4-piperidinylmethyl)amino]benzamide), C1(CC1)C(=O)C (cyclopropylmethyl ketone), C(#N)[BH3-].[Na+] (sodium cyanoborohydride). Starting materials: CS(C)=O, NO, N#Cc1ccc(CN2C(=O)C3(COc4cc5c(cc43)CCO5)c3ccccc32)cc1, O. The product is NC(=NO)c1ccc(CN2C(=O)C3(COc4cc5c(cc43)CCO5)c3ccccc32)cc1. Reaction SMILES: [CH3:33][S:34](=[O:35])[CH3:36].[NH2:31][OH:32].[O:1]=[C:2]1[N:3]([CH2:22][c:23]2[cH:24][cH:25][c:26]([C:27]#[N:28])[cH:29][cH:30]2)[c:4]2[cH:5][cH:6][cH:7][cH:8][c:9]2[C:10]12[c:11]1[c:12]([cH:15][c:16]3[c:20]([cH:21]1)[CH2:19][CH2:18][O:17]3)[O:13][CH2:14]2.[OH2:37]>>[O:1]=[C:2]1[N:3]([CH2:22][c:23]2[cH:24][cH:25][c:26]([C:27]([NH2:28])=[N:31][OH:32])[cH:29][cH:30]2)[c:4]2[cH:5][cH:6][cH:7][cH:8][c:9]2[C:10]12[c:11]1[c:12]([cH:15][c:16]3[c:20]([cH:21]1)[CH2:19][CH2:18][O:17]3)[O:13][CH2:14]2.